From a dataset of the Open Reaction Database (ORD), a public repository of structured organic reaction records. describe an organic reaction: reactants, conditions, products, and yield The reactants are ClCC1=NC(=CC2=CC=CC=C12)C (1-chloromethyl-3-methyl-isoquinoline), ClC=1C=C(C(=O)OO)C=CC1 (3-chloroperoxybenzoic acid). The solvent is C(Cl)Cl (methylene chloride), C(Cl)Cl (methylene chloride). Conditions: time 8 hour. The product is ClCC1=[N+](C(=CC2=CC=CC=C12)C)[O-] (1-Chloromethyl-3-methyl-isoquinoline-2-oxide). Reaction SMILES: [Cl:1][CH2:2][C:3]1[C:12]2[C:7](=[CH:8][CH:9]=[CH:10][CH:11]=2)[CH:6]=[C:5]([CH3:13])[N:4]=1.ClC1C=C(C=CC=1)C(OO)=[O:19]>C(Cl)Cl>[Cl:1][CH2:2][C:3]1[C:12]2[C:7](=[CH:8][CH:9]=[CH:10][CH:11]=2)[CH:6]=[C:5]([CH3:13])[N+:4]=1[O-:19]. Procedure: A solution of 300 mg of 1-chloromethyl-3-methyl-isoquinoline in 3 ml of methylene chloride is combined with 390 mg of 3-chloroperoxybenzoic acid and stirred overnight at ambient temperature. The reaction mixture is diluted with some methylene chloride and extracted with saturated sodium hydrogen carbonate solution. The combined organic phases are dried over magnesium sulphate and evaporated down. The solid, yellowish crude product is triturated with tert.-butylmethylether, suction filtered, wash... Product: C(#N)C1=NC(=C(N=C1C#N)NC(C)C(=O)O)C1=CC=CC=C1 (2,3-dicyano-5-(1-caroxyethyl)amino-6-phenylpyrazine). Reaction SMILES: [C:1]([C:3]1[C:8]([C:9]#[N:10])=[N:7][C:6](Cl)=[C:5]([C:12]2[CH:17]=[CH:16][CH:15]=[CH:14][CH:13]=2)[N:4]=1)#[N:2].[CH3:18][CH:19]([NH2:23])[C:20]([OH:22])=[O:21].[OH-].[Na+].O>CC(C)=O>[C:1]([C:3]1[C:8]([C:9]#[N:10])=[N:7][C:6]([NH:23][CH:19]([C:20]([OH:22])=[O:21])[CH3:18])=[C:5]([C:12]2[CH:17]=[CH:16][CH:15]=[CH:14][CH:13]=2)[N:4]=1)#[N:2] |f:2.3|. The solvent is CC(=O)C (acetone). The reactants are CC(C(=O)O)N (DL-α-alanine), [OH-].[Na+] (sodium hydroxide), O (water), C(#N)C1=NC(=C(N=C1C#N)Cl)C1=CC=CC=C1 (2,3-Dicyano-5-chloro-6-phenylpyrazine). Procedure: 2,3-Dicyano-5-chloro-6-phenylpyrazine (4.82 g; 0.02 mole) was dissolved in 50 ml of acetone. The solution was cooled to 0° to 5° C., and with stirring, a solution prepared from 1.78 g (0.02 mole) of DL-α-alanine, 1.64 g (0.02 mole) of sodium hydroxide and 40 ml of water was added dropwise over the period of 30 minutes. The mixture was worked up in the same way as in Example 23, and recrystallized from benzene to afford 2.46 g (yield 42%) of 2,3-dicyano-5-(1-caroxyethyl)amino-6-phenylpyrazine. The yield is 41.9%.